This data is from the Open Reaction Database (ORD), a public repository of structured organic reaction records. The task is: describe an organic reaction: reactants, conditions, products, and yield Starting materials: COC(=O)C1N(CCN(C1)S(=O)(=O)C=1C=C2C(CCC2=CC1)C(=O)OCC1=CC=C(C=C1)[N+](=O)[O-])C1=NC=C(C=C1)C(F)(F)F (4-[3-(4-Nitro-benzyloxycarbonyl)-indane-5-sulfonyl]-1-(5-trifluoromethyl-pyridin-2-yl)-piperazine-2-carboxylic acid methyl ester), Teflon, C1=CC=CCC1 (cyclohexadiene), C(C)O (ethanol). Reagents/catalysts: [Pd] (Pd/C). Solvent: CO (MeOH). Run at temperature 70 celsius, time 6 hour. Yields the product COC(=O)[C@@H]1N(CCN(C1)S(=O)(=O)C=1C=C2C(CCC2=CC1)C(=O)O)C1=NC=C(C=C1)C(F)(F)F ((R)-4-(3-Carboxy-indane-5-sulfonyl)-1-(5-trifluoromethyl-pyridin-2-yl)-piperazine-2-carboxylic acid methyl ester). As a reaction SMILES: [CH3:1][O:2][C:3]([CH:5]1[CH2:10][N:9]([S:11]([C:14]2[CH:15]=[C:16]3[C:20](=[CH:21][CH:22]=2)[CH2:19][CH2:18][CH:17]3[C:23]([O:25]CC2C=CC([N+]([O-])=O)=CC=2)=[O:24])(=[O:13])=[O:12])[CH2:8][CH2:7][N:6]1[C:36]1[CH:41]=[CH:40][C:39]([C:42]([F:45])([F:44])[F:43])=[CH:38][N:37]=1)=[O:4].C1CCC=CC=1.C(O)C>[Pd].CO>[CH3:1][O:2][C:3]([C@H:5]1[CH2:10][N:9]([S:11]([C:14]2[CH:15]=[C:16]3[C:20](=[CH:21][CH:22]=2)[CH2:19][CH2:18][CH:17]3[C:23]([OH:25])=[O:24])(=[O:13])=[O:12])[CH2:8][CH2:7][N:6]1[C:36]1[CH:41]=[CH:40][C:39]([C:42]([F:44])([F:43])[F:45])=[CH:38][N:37]=1)=[O:4]. Procedure: 4-[3-(4-Nitro-benzyloxycarbonyl)-indane-5-sulfonyl]-1-(5-trifluoromethyl-pyridin-2-yl)-piperazine-2-carboxylic acid methyl ester (87 mg, 0.14 mmol) obtained from step 4 was combined with 10% Pd/C (75 mg), cyclohexadiene (260 μL, 2.8 mmol) and 2.0 mL of ethanol within an 8 mL Teflon-capped vial. This mixture was stirred at 70° C. for 6 h and then passed through a Celite plug (with MeOH washings). The resulting filtrate was evaporated in vacuo, and the crude residue was purified using flash silica... Reactants: ClCCl, O=C(O)C(F)(F)F, CC(C)(C)OC(=O)CNC(=O)c1cnc(-n2cccn2)nc1O. Yields the product O=C(O)CNC(=O)c1cnc(-n2cccn2)nc1O. Reaction SMILES: [Cl:31][CH2:32][Cl:33].[F:24][C:25]([F:26])([F:27])[C:28]([OH:29])=[O:30].[OH:1][c:2]1[n:3][c:4](-[n:19]2[n:20][cH:21][cH:22][cH:23]2)[n:5][cH:6][c:7]1[C:8](=[O:9])[NH:10][CH2:11][C:12](=[O:13])[O:14][C:15]([CH3:16])([CH3:17])[CH3:18]>>[OH:1][c:2]1[n:3][c:4](-[n:19]2[n:20][cH:21][cH:22][cH:23]2)[n:5][cH:6][c:7]1[C:8](=[O:9])[NH:10][CH2:11][C:12](=[O:13])[OH:14]. The reactants are CCO, C=C(C)c1cc(-c2ccc(C(F)(F)F)cc2CN2C(=O)OC(c3cc(C(F)(F)F)cc(C(F)(F)F)c3)C2C)ccc1F. The product is CC(C)c1cc(-c2ccc(C(F)(F)F)cc2CN2C(=O)OC(c3cc(C(F)(F)F)cc(C(F)(F)F)c3)C2C)ccc1F. Reaction SMILES: [CH3:43][CH2:44][OH:45].[F:1][C:2]([c:3]1[cH:4][c:5]([CH:13]2[CH:14]([CH3:40])[N:15]([CH2:19][c:20]3[c:21](-[c:30]4[cH:31][c:32]([C:37](=[CH2:38])[CH3:39])[c:33]([F:36])[cH:34][cH:35]4)[cH:22][cH:23][c:24]([C:26]([F:27])([F:28])[F:29])[cH:25]3)[C:16](=[O:18])[O:17]2)[cH:6][c:7]([C:9]([F:10])([F:11])[F:12])[cH:8]1)([F:41])[F:42]>>[F:1][C:2]([c:3]1[cH:4][c:5]([CH:13]2[CH:14]([CH3:40])[N:15]([CH2:19][c:20]3[c:21](-[c:30]4[cH:31][c:32]([CH:37]([CH3:38])[CH3:39])[c:33]([F:36])[cH:34][cH:35]4)[cH:22][cH:23][c:24]([C:26]([F:27])([F:28])[F:29])[cH:25]3)[C:16](=[O:18])[O:17]2)[cH:6][c:7]([C:9]([F:10])([F:11])[F:12])[cH:8]1)([F:41])[F:42]. Starting materials: C1(=CC=CC=C1)C(C)(C)O (2-phenyl-2-propanol), ice water, O (water), S(O)(O)(=O)=O (sulfuric acid), ClC1=C(N)C=C(C=C1)S (2-chloro-5-mercaptoaniline). Solvent: O1CCCC1 (tetrahydrofuran). Conditions: time 15 minute. Yields the product ClC1=C(N)C=C(C=C1)SC(C)(C1=CC=CC=C1)C (2-Chloro-5-(1-methyl-1-phenylethylthio)aniline). Isolated yield 58.4%. RXN SMILES: O.S(=O)(=O)(O)O.[Cl:7][C:8]1[CH:14]=[CH:13][C:12]([SH:15])=[CH:11][C:9]=1[NH2:10].[C:16]1([C:22](O)([CH3:24])[CH3:23])[CH:21]=[CH:20][CH:19]=[CH:18][CH:17]=1>O1CCCC1>[Cl:7][C:8]1[CH:14]=[CH:13][C:12]([S:15][C:22]([CH3:24])([C:16]2[CH:21]=[CH:20][CH:19]=[CH:18][CH:17]=2)[CH3:23])=[CH:11][C:9]=1[NH2:10]. Procedure: To a mixture of water (10 mL) and concentrated sulfuric acid (10 mL) was added 2-chloro-5-mercaptoaniline (1.6 g) at room temperature, and the mixture was stirred for 15 minutes. To the mixture was added a solution of 2-phenyl-2-propanol (1.36 g) in tetrahydrofuran (10 mL) in a dropwise manner, and the mixture was stirred at room temperature for 30 minutes. The reaction mixture was poured into ice water, and the resulting mixture was extracted with ethyl acetate. The extract was washed with wate... Starting materials: CCOc1ccc(C(=O)OC)c(SC(=O)N(C)C)c1, CO. Yields the product CCOc1ccc(C(=O)OC)c(S)c1. As a reaction SMILES: [CH3:1][N:2]([CH3:3])[C:4]([S:5][c:6]1[c:7]([C:8](=[O:9])[O:10][CH3:11])[cH:12][cH:13][c:14]([O:16][CH2:17][CH3:18])[cH:15]1)=[O:19].[CH3:20][OH:21]>>[SH:5][c:6]1[c:7]([C:8](=[O:9])[O:10][CH3:11])[cH:12][cH:13][c:14]([O:16][CH2:17][CH3:18])[cH:15]1.